Task: describe an organic reaction: reactants, conditions, products, and yield. Dataset: the Open Reaction Database (ORD), a public repository of structured organic reaction records Starting materials: CC1=NOC2=C1C(=CC=C2)OC2=CC=C(C=C2)[N+](=O)[O-] (3-methyl-4-[(4-nitrophenyl)oxy]-1,2-benzisoxazole), CC1=NOC2=C1C(=CC=C2)OC2=CC=C(C=C2)[N+](=O)[O-] (3-methyl-4-[(4-nitrophenyl)oxy]-1,2-benzisoxazole), O.O.[Sn](Cl)Cl (Tin(II) chloride dihydrate). Run in CCO (EtOH). Conditions: temperature 90 celsius, time 5 hour. Yields the product CC1=NOC2=C1C(=CC=C2)OC2=CC=C(N)C=C2 (4-[(3-methyl-1,2-benzisoxazol-4-yl)oxy]aniline). Isolated yield 33.7%. Reaction SMILES: [CH3:1][C:2]1[C:6]2[C:7]([O:11][C:12]3[CH:17]=[CH:16][C:15]([N+:18]([O-])=O)=[CH:14][CH:13]=3)=[CH:8][CH:9]=[CH:10][C:5]=2[O:4][N:3]=1.O.O.[Sn](Cl)Cl>CCO>[CH3:1][C:2]1[C:6]2[C:7]([O:11][C:12]3[CH:17]=[CH:16][C:15]([NH2:18])=[CH:14][CH:13]=3)=[CH:8][CH:9]=[CH:10][C:5]=2[O:4][N:3]=1 |f:1.2.3|. Reported procedure: 3-methyl-4-[(4-nitrophenyl)oxy]-1,2-benzisoxazole (Intermediate 11, 100 mg) was dissolved under nitrogen atmosphere in 5.0 ml of EtOH. Tin(II) chloride dihydrate (417 mg, 1.85 mmol) was added. The reaction mixture was then stirred at 90° C. for 5 hours. After removal of the volatiles, water was added and the reaction mixture was extracted two times with ethyl acetate. The collected organic layers were washed with a 5% aqueous solution of NaHCO3, dried over sodium sulphate, filtered and evaporate... Reactants: FC=1C(=NC=CC1)S(=O)(=O)N (3-fluoropyridin-2-ylsulfonamide), C(C=C)N (allylamine). Solvent: C(Cl)Cl (methylene chloride). The product is C(C=C)NC=1C(=NC=CC1)S(=O)(=O)N (3-allylaminopyridin-2-ylsulfonamide). Reaction SMILES: F[C:2]1[C:3]([S:8]([NH2:11])(=[O:10])=[O:9])=[N:4][CH:5]=[CH:6][CH:7]=1.[CH2:12]([NH2:15])[CH:13]=[CH2:14]>C(Cl)Cl>[CH2:12]([NH:15][C:2]1[C:3]([S:8]([NH2:11])(=[O:10])=[O:9])=[N:4][CH:5]=[CH:6][CH:7]=1)[CH:13]=[CH2:14]. Reported procedure: 5.28 g of 3-fluoropyridin-2-ylsulfonamide and 18.03 ml of allylamine are stirred for 6 hours in a pressurised vessel at a temperature of 125° C. The reaction solution is subsequently concentrated, the crystallisate obtained is dissolved in methylene chloride and a little acetonitrile, the mixture is purified by chromatography using methylene chloride/ethyl acetate (4:1) as the eluent mixture and silica gel as the carrier material. 5.1 g of 3-allylaminopyridin-2-ylsulfonamide (intermediate No. 2....